This data is from the Open Reaction Database (ORD), a public repository of structured organic reaction records. The task is: describe an organic reaction: reactants, conditions, products, and yield The reactants are OC(C(=O)O)CC (2-hydroxybutyric acid), C(C)(=O)OC(C)=O (acetic anhydride). Run in N1=CC=CC=C1 (pyridine). Reaction conditions: temperature 0 celsius, time 10 minute. The product is C(C)(=O)OC(C(=O)O)CC (2-acetoxybutyric acid). Isolated yield 99.9%. As a reaction SMILES: [OH:1][CH:2]([CH2:6][CH3:7])[C:3]([OH:5])=[O:4].[C:8](OC(=O)C)(=[O:10])[CH3:9]>N1C=CC=CC=1>[C:8]([O:1][CH:2]([CH2:6][CH3:7])[C:3]([OH:5])=[O:4])(=[O:10])[CH3:9]. Reported procedure: A mixture of 5.00 g (48.0 mmols) of 2-hydroxybutyric acid, 4.98 ml (52.8 mmols) of acetic anhydride and 60 ml of pyridine was stirred at 0° C. for 10 minutes. After concentration under reduced pressure, the residue was purified by silica gel column chromatography (eluent; chloroform) to give 7.01 g (yield, 100%) of 2-acetoxybutyric acid. Starting materials: BrB(Br)Br, ClCCl, COC(=O)c1cc2cc(OC)ccc2o1, O, O=S(Cl)Cl. Yields the product COC(=O)c1cc2cc(O)ccc2o1. RXN SMILES: [B:16]([Br:17])([Br:18])[Br:19].[CH2:25]([Cl:26])[Cl:27].[CH3:1][O:2][C:3](=[O:4])[c:5]1[o:6][c:7]2[c:8]([cH:9]1)[cH:10][c:11]([O:14][CH3:15])[cH:12][cH:13]2.[OH2:24].[S:20]([Cl:21])([Cl:22])=[O:23]>>[CH3:1][O:2][C:3](=[O:4])[c:5]1[o:6][c:7]2[c:8]([cH:9]1)[cH:10][c:11]([OH:14])[cH:12][cH:13]2. The reactants are OBO, O=Cc1ccccc1, CN1C(=O)CN=C(Cl)c2cc(-c3ccccc3)ccc21, OB(O)c1cc(Cl)cc(Cl)c1. The product is CN1C(=O)CN=C(c2cc(Cl)cc(Cl)c2)c2cc(-c3ccccc3)ccc21. RXN SMILES: [BH:21]([OH:22])[OH:23].[CH:24]([c:25]1[cH:26][cH:27][cH:28][cH:29][cH:30]1)=[O:31].[Cl:1][C:2]1=[N:8][CH2:7][C:6](=[O:9])[N:5]([CH3:10])[c:4]2[c:3]1[cH:14][c:13](-[c:15]1[cH:16][cH:17][cH:18][cH:19][cH:20]1)[cH:12][cH:11]2.[Cl:32][c:33]1[cH:34][c:35]([B:40]([OH:41])[OH:42])[cH:36][c:37]([Cl:39])[cH:38]1>>[C:2]1([c:35]2[cH:34][c:33]([Cl:32])[cH:38][c:37]([Cl:39])[cH:36]2)=[N:8][CH2:7][C:6](=[O:9])[N:5]([CH3:10])[c:4]2[c:3]1[cH:14][c:13](-[c:15]1[cH:16][cH:17][cH:18][cH:19][cH:20]1)[cH:12][cH:11]2. Starting materials: C(C)N(C(=O)[C@H]1CN2C(C3([C@H]1CC2)OCCO3)C(C3=CC=CC=C3)C3=CC=CC=C3)CC ((3R*,4S*)-N,N-Diethyl-6-diphenylmethyl-5,5-ethylenedioxy-1-azabicyclo[2.2.2]octane-3-carboxamide). Run in Cl (HCl). The product is C(C)N(C(=O)[C@H]1CN2C(C([C@H]1CC2)=O)C(C2=CC=CC=C2)C2=CC=CC=C2)CC ((3R*,4S*)-N,N-Diethyl-6-diphenylmethyl-5-oxo-1-azabicyclo[2.2.2]octane-3-carboxamide). Isolated yield 66.7%. As a reaction SMILES: [CH2:1]([N:3]([CH2:31][CH3:32])[C:4]([C@@H:6]1[C@@H:11]2[CH2:12][CH2:13][N:8]([CH:9]([CH:18]([C:25]3[CH:30]=[CH:29][CH:28]=[CH:27][CH:26]=3)[C:19]3[CH:24]=[CH:23][CH:22]=[CH:21][CH:20]=3)[C:10]32OCC[O:14]3)[CH2:7]1)=[O:5])[CH3:2]>Cl>[CH2:31]([N:3]([CH2:1][CH3:2])[C:4]([C@@H:6]1[C@@H:11]2[CH2:12][CH2:13][N:8]([CH:9]([CH:18]([C:25]3[CH:26]=[CH:27][CH:28]=[CH:29][CH:30]=3)[C:19]3[CH:20]=[CH:21][CH:22]=[CH:23][CH:24]=3)[C:10]2=[O:14])[CH2:7]1)=[O:5])[CH3:32]. Reported procedure: A solution of 22 (6.5 g, 15 mmol) in 6N-HCl aq (100 ml) was heated at reflux for 10 hours. The resulting solution of sodium hydroxide (NaOH) (24 g) in water (100 ml) and extracted with CH2Cl2 (100 ml) four times. The combined extracts were dried over Na2SO4 and concentrated. The clude was purified by recrystallization from EtOH to give 23 (1:1 mixture at 6-position; 10 mmol, 68%). The reactants are NC1=NC2=CC=C(C=C2C=C1N1CCOCC1)C1=C(C(=O)OC)C=CC=C1C#CC(C)(C)C (methyl 2-(2-amino-3-morpholinoquinolin-6-yl)-3-(3,3-dimethylbut-1-ynyl)benzoate). The reagents and catalysts are [Pd] (palladium on activated carbon). Solvent: C(C)O (ethanol), CCOC(=O)C (EtOAc). Conditions: time 8 hour. Product: NC1=NC2=CC=C(C=C2C=C1N1CCOCC1)C1=C(C(=O)OC)C=CC=C1CCC(C)(C)C (methyl 2-(2-amino-3-morpholinoquinolin-6-yl)-3-(3,3-dimethylbutyl)benzoate). As a reaction SMILES: [NH2:1][C:2]1[C:11]([N:12]2[CH2:17][CH2:16][O:15][CH2:14][CH2:13]2)=[CH:10][C:9]2[C:4](=[CH:5][CH:6]=[C:7]([C:18]3[C:27]([C:28]#[C:29][C:30]([CH3:33])([CH3:32])[CH3:31])=[CH:26][CH:25]=[CH:24][C:19]=3[C:20]([O:22][CH3:23])=[O:21])[CH:8]=2)[N:3]=1>C(O)C.CCOC(C)=O.[Pd]>[NH2:1][C:2]1[C:11]([N:12]2[CH2:13][CH2:14][O:15][CH2:16][CH2:17]2)=[CH:10][C:9]2[C:4](=[CH:5][CH:6]=[C:7]([C:18]3[C:27]([CH2:28][CH2:29][C:30]([CH3:33])([CH3:32])[CH3:31])=[CH:26][CH:25]=[CH:24][C:19]=3[C:20]([O:22][CH3:23])=[O:21])[CH:8]=2)[N:3]=1. Reported procedure: To a solution of methyl 2-(2-amino-3-morpholinoquinolin-6-yl)-3-(3,3-dimethylbut-1-ynyl)benzoate (655 mg, 1.477 mmol) in ethanol (30 mL) and EtOAc (5 mL) was added palladium on activated carbon (10% wt., 400 mg). The reaction mixture was evacuated and backfilled with nitrogen gas. The reaction mixture was evacuated and backfilled with hydrogen gas. The reaction mixture was allowed to stir overnight at RT. The reaction mixture was filtered through a pad of celite and the filtrate was concentrated... Reactants: OCC#Cc1cncc(Br)c1, CS(=O)(=O)Cl, ClCCl, O. Product: CS(=O)(=O)OCC#Cc1cncc(Br)c1. As a reaction SMILES: [Br:1][c:2]1[cH:3][c:4]([C:8]#[C:9][CH2:10][OH:11])[cH:5][n:6][cH:7]1.[CH3:12][S:13]([Cl:14])(=[O:15])=[O:16].[Cl:18][CH2:19][Cl:20].[OH2:17]>>[Br:1][c:2]1[cH:3][c:4]([C:8]#[C:9][CH2:10][O:11][S:13]([CH3:12])(=[O:15])=[O:16])[cH:5][n:6][cH:7]1. The reactants are ClC=1N=C(C2=C(N1)N(N=N2)CC2=CC=C(C=C2)OC)Cl (5,7-dichloro-3-(4-methoxybenzyl)-3H-[1,2,3]triazolo[4,5-d]pyrimidine), C(C)(C)SC1=C(N)C=CC=C1 (2-(isopropylthio)aniline), C(C)(=O)OCC (ethyl acetate). Run in O1CCOCC1 (dioxane). The product is ClC=1N=C(C2=C(N1)N(N=N2)CC2=CC=C(C=C2)OC)NC2=C(C=CC=C2)SC(C)C (5-chloro-N-(2-(isopropylthio)phenyl)-3-(4-methoxybenzyl)-3H-[1,2,3]triazolo[4,5-d]pyrimidin-7-amine). As a reaction SMILES: [Cl:1][C:2]1[N:3]=[C:4](Cl)[C:5]2[N:10]=[N:9][N:8]([CH2:11][C:12]3[CH:17]=[CH:16][C:15]([O:18][CH3:19])=[CH:14][CH:13]=3)[C:6]=2[N:7]=1.[CH:21]([S:24][C:25]1[CH:31]=[CH:30][CH:29]=[CH:28][C:26]=1[NH2:27])([CH3:23])[CH3:22].C(OCC)(=O)C>O1CCOCC1>[Cl:1][C:2]1[N:3]=[C:4]([NH:27][C:26]2[CH:28]=[CH:29][CH:30]=[CH:31][C:25]=2[S:24][CH:21]([CH3:23])[CH3:22])[C:5]2[N:10]=[N:9][N:8]([CH2:11][C:12]3[CH:17]=[CH:16][C:15]([O:18][CH3:19])=[CH:14][CH:13]=3)[C:6]=2[N:7]=1. Reported procedure: A solution of 5,7-dichloro-3-(4-methoxybenzyl)-3H-[1,2,3]triazolo[4,5-d]pyrimidine (0.03 g) and 2-(isopropylthio)aniline (0.1 g) in dioxane (10 mL) was heated at 100° C. for 10 h. It was then cooled down to room temperature and ethyl acetate (20 mL) was added. The mixture was washed with saturated sodium bicarbonate (10 mL), and dried over sodium sulfate. Solvent was removed under reduced pressure and the remaining residue was purified on a silica gel column (ethyl acetate:hexane=1:10) to give d... As a reaction SMILES: [CH3:24][c:25]1[cH:26][cH:27][c:28]([OH:29])[cH:30][c:31]1[CH3:32].[Cl:1][c:2]1[n:3][cH:4][c:5]([Cl:23])[cH:6][c:7]1[C:8](=[O:9])[NH:10][CH:11]([CH3:12])[c:13]1[cH:14][cH:15][c:16]([C:17](=[O:18])[O:19][CH3:20])[cH:21][cH:22]1>>[c:2]1([O:29][c:28]2[cH:27][cH:26][c:25]([CH3:24])[c:31]([CH3:32])[cH:30]2)[n:3][cH:4][c:5]([Cl:23])[cH:6][c:7]1[C:8](=[O:9])[NH:10][CH:11]([CH3:12])[c:13]1[cH:14][cH:15][c:16]([C:17](=[O:18])[O:19][CH3:20])[cH:21][cH:22]1. Product: COC(=O)c1ccc(C(C)NC(=O)c2cc(Cl)cnc2Oc2ccc(C)c(C)c2)cc1. The reactants are Cc1ccc(O)cc1C, COC(=O)c1ccc(C(C)NC(=O)c2cc(Cl)cnc2Cl)cc1. Reactants: C1=CN(C(=O)N=C1N)[C@H]2[C@H]([C@@H]([C@H](O2)CO)O)O (cytarabine), [C@@H]1([C@H](O)[C@H](O)[C@@H](CO)O1)N1C(=O)N=C(N)C=C1 (cytidine), 2'(3')-cytidylic acid, [C@@H]1([C@H](O)[C@H](O)[C@@H](CO)O1)N1C(=O)N=C(N)C=C1 (cytidine), P(O)(O)(O)=O (phosphoric acid). Yields the product C1=CN2[C@H]3[C@H]([C@@H]([C@H](O3)CO)O)OC2=NC1=N (2,2'-O-cyclocytidine). RXN SMILES: [CH:1]1[C:7]([NH2:8])=[N:6][C:4](=O)[N:3]([C@@H:9]2[O:13][C@H:12]([CH2:14][OH:15])[C@@H:11]([OH:16])[C@@H:10]2[OH:17])[CH:2]=1.[C@@H]1(N2C=CC(N)=NC2=O)O[C@H](CO)[C@@H](O)[C@H]1O.P(=O)(O)(O)O>>[CH:1]1[C:7](=[NH:8])[N:6]=[C:4]2[N:3]([C@@H:9]3[O:13][C@H:12]([CH2:14][OH:15])[C@@H:11]([OH:16])[C@@H:10]3[O:17]2)[CH:2]=1. Procedure: Roberts et al (J. Org. Chem. 32, 816 (1967)) teach the production of cytarabine from cytidine (or from 2'(3')-cytidylic acid). Specifically, cytidine is reacted with phosphoric acid at 80° C. for a period of 30 hours to produce a 2,2'-O-cyclocytidine analogue intermediate. This intermediate is then hydrolyzed at a pH of 9 utilizing lithium hydroxide to produce the 3',5'-diphosphate of cytarabine. The diphosphate is then treated with magnesium chloride, ammonium chloride and concentrated ammonium...